This data is from the Open Reaction Database (ORD), a public repository of structured organic reaction records. The task is: describe an organic reaction: reactants, conditions, products, and yield Starting materials: N(=O)[O-].[Na+] (NaNO2), NC1=C(C(=O)O)C=CC(=C1)Br (2-amino-4-bromobenzoic acid), Cl (HCl), [N-]=[N+]=[N-].[Na+] (NaN3), CC(=O)[O-].[Na+] (NaOAc). Run in O (H2O), O (H2O), O (H2O). Reaction conditions: time 15 minute. Yields the product N(=[N+]=[N-])C1=C(C(=O)O)C=CC(=C1)Br (2-Azido-4-bromobenzoic acid). Yield: 67.8%. Reaction SMILES: [NH2:1][C:2]1[CH:10]=[C:9]([Br:11])[CH:8]=[CH:7][C:3]=1[C:4]([OH:6])=[O:5].Cl.N([O-])=O.[Na+].[N-:17]=[N+:18]=[N-].[Na+].CC([O-])=O.[Na+]>O>[N:1]([C:2]1[CH:10]=[C:9]([Br:11])[CH:8]=[CH:7][C:3]=1[C:4]([OH:6])=[O:5])=[N+:17]=[N-:18] |f:2.3,4.5,6.7|. Reported procedure: To a solution of 2-amino-4-bromobenzoic acid (8.4 g, 0.039 mol) in a mixture of concentrated HCl (70 mL) and H2O (100 mL) was added a solution of NaNO2 (2.8 g, 0.044 mol) in H2O (40 mL) such that the reaction temperature did not rise above 5° C. After addition was complete the resulting slurry was stirred for 15 min and the cold mixture added in aliquots to a solution of NaN3 (2.5 g, 0.039 mol) and NaOAc (38 g, 0.47 mol) in H2O (80 mL) at room temperature. The resulting slurry was stirred for 30...